Dataset: the Open Reaction Database (ORD), a public repository of structured organic reaction records. Task: describe an organic reaction: reactants, conditions, products, and yield Yields the product C(CCC)(=O)C1=CC=C(C=C1)SC1=CC=C(C=C1)C(CCC)=O (1-[4-(4-Butyryl-phenylsulfanyl)-phenyl]-butan-1-one). Reaction SMILES: [C:1]1([S:7][C:8]2[CH:13]=[CH:12][CH:11]=[CH:10][CH:9]=2)[CH:6]=[CH:5][CH:4]=[CH:3][CH:2]=1.[Al+3].[Cl-].[Cl-].[Cl-].[CH3:18][CH2:19][CH2:20][C:21](Cl)=[O:22]>C(Cl)Cl>[C:21]([C:11]1[CH:10]=[CH:9][C:8]([S:7][C:1]2[CH:2]=[CH:3][C:4]([C:21](=[O:22])[CH2:20][CH2:19][CH3:18])=[CH:5][CH:6]=2)=[CH:13][CH:12]=1)(=[O:22])[CH2:20][CH2:19][CH3:18] |f:1.2.3.4|. Reactants: ice water, C1(=CC=CC=C1)SC1=CC=CC=C1 (Diphenylsulfide), [Al+3].[Cl-].[Cl-].[Cl-] (AlCl3), CCCC(=O)Cl (n-Butyryl chloride). Solvent: C(Cl)Cl (CH2Cl2). Run at time 15 hour. Reported procedure: Diphenylsulfide (33.3 ml, 0.20 mol) is added to a suspension of AlCl3 (54.7 g, 0.41 mol) in 350 ml of CH2Cl2. n-Butyryl chloride (41.4 ml, 0.40 mol) is added dropwise slowly in an ice bath and the reaction solution is stirred at room temperature for 15 h. Then, the reaction solution is poured into ice-water. The crude product is extracted with CH2Cl2, washed with 1N NaOH and brine, dried over MgSO4, and concentrated. The product is obtained as a white solid. 1H NMR (CDCl3), δ[ppm]: 1.00 (t, 6H),... Starting materials: OC1=C(C(=O)OC)C=CC=C1CC=1N=CNC1 (methyl 2-hydroxy-3-[(1H-imidazol-4-yl)methyl]-benzoate), CN (methylamine), Cl.OC1=C(C(=O)NC)C=CC=C1CC=1N=CNC1 (2-hydroxy-3-[(1H-imidazol-4-yl)methyl]-N-methylbenzamide hydrochloride). The yield is 71.0%. Conditions: temperature 75 celsius. The solvent is C(C)O (ethanol). Yields the product OC1=C(C(=O)NC)C=CC=C1CC=1N=CNC1 (2-hydroxy-3-[(1H-imidazol-4-yl)methyl]-N-methlbenzamide). Reaction SMILES: Cl.[OH:2][C:3]1[C:12]([CH2:13][C:14]2[N:15]=[CH:16][NH:17][CH:18]=2)=[CH:11][CH:10]=[CH:9][C:4]=1[C:5]([NH:7][CH3:8])=[O:6].OC1C(CC2N=CNC=2)=CC=CC=1C(OC)=O.CN>C(O)C>[OH:2][C:3]1[C:12]([CH2:13][C:14]2[N:15]=[CH:16][NH:17][CH:18]=2)=[CH:11][CH:10]=[CH:9][C:4]=1[C:5]([NH:7][CH3:8])=[O:6] |f:0.1|. Procedure: 2-hydroxy-3-[(1H-imidazol-4-yl)methyl]-N-methylbenzamide hydrochloride. 6.96 g (30 mmoles) of methyl 2-hydroxy-3-[(1H-imidazol-4-yl)methyl]-benzoate (prepared in Example 1.B.2.) and 60 ml of methylamine dissolved in 350 ml of ethanol, are heated in an autoclave at 75° C. for 3 hours. The mixture is evaporated under reduced pressure. The residue is taken up in water and extracted three times with ethyl acetate. The organic phase is dried over sodium sulfate and the solvent is evaporated under red... The reactants are CN(CCCNC1=CC=C(C=C1)[N+](=O)[O-])C (4-(3-dimethylamino-propylamino)-nitrobenzene), C(C)(=O)Cl (acetylchloride). Product: C(C)(=O)N(CCCN(C)C)C1=CC=C(C=C1)[N+](=O)[O-] (4-[N-acetyl-N-(3-dimethylaminopropyl)-amino]-nitrobenzene). RXN SMILES: [CH3:1][N:2]([CH3:16])[CH2:3][CH2:4][CH2:5][NH:6][C:7]1[CH:12]=[CH:11][C:10]([N+:13]([O-:15])=[O:14])=[CH:9][CH:8]=1.[C:17](Cl)(=[O:19])[CH3:18]>>[C:17]([N:6]([C:7]1[CH:12]=[CH:11][C:10]([N+:13]([O-:15])=[O:14])=[CH:9][CH:8]=1)[CH2:5][CH2:4][CH2:3][N:2]([CH3:1])[CH3:16])(=[O:19])[CH3:18]. Procedure details: Prepared from 4-(3-dimethylamino-propylamino)-nitrobenzene and acetylchloride Starting materials: CSC=1N=NC=C(N1)C=1C=C(C=CC1)C(F)(F)F (3-methylthio-5-(α,α,α-trifluoro-m-tolyl)-1,2,4-triazine), CO (methanol), NN (hydrazine). Solvent: O1CCCC1 (tetrahydrofuran). Yields the product N(N)C=1N=NC=C(N1)C=1C=C(C=CC1)C(F)(F)F (3-hydrazino-5-(α,α,α-trifluoro-m-tolyl)-1,2,4-triazine). As a reaction SMILES: CS[C:3]1[N:4]=[N:5][CH:6]=[C:7]([C:9]2[CH:10]=[C:11]([C:15]([F:18])([F:17])[F:16])[CH:12]=[CH:13][CH:14]=2)[N:8]=1.CO.[NH2:21][NH2:22]>O1CCCC1>[NH:21]([C:3]1[N:4]=[N:5][CH:6]=[C:7]([C:9]2[CH:10]=[C:11]([C:15]([F:18])([F:17])[F:16])[CH:12]=[CH:13][CH:14]=2)[N:8]=1)[NH2:22]. Reported procedure: To a solution of 22.8 g. of 3-methylthio-5-(α,α,α-trifluoro-m-tolyl)-1,2,4-triazine in a mixture of 30 ml. of methanol and 35 ml. of tetrahydrofuran is added 4.84 ml. of 95% hydrazine. The mixture is refluxed for 48 hours, cooled and the solid is collected by filtration giving 3-hydrazino-5-(α,α,α-trifluoro-m-tolyl)-1,2,4-triazine as yellow needles. Reactants: O.NN (Hydrazine monohydrate), C1(=CC=CC=C1)C1CC(OCC1)=O (4-phenyl-tetrahydropyran-2-one). Run in C(C)O (ethanol). The product is OCCC(CC(=O)NN)C1=CC=CC=C1 (5-hydroxy-3-phenylpentanoic acid hydrazide). RXN SMILES: O.[NH2:2][NH2:3].[C:4]1([CH:10]2[CH2:15][CH2:14][O:13][C:12](=[O:16])[CH2:11]2)[CH:9]=[CH:8][CH:7]=[CH:6][CH:5]=1>C(O)C>[OH:13][CH2:14][CH2:15][CH:10]([C:4]1[CH:9]=[CH:8][CH:7]=[CH:6][CH:5]=1)[CH2:11][C:12]([NH:2][NH2:3])=[O:16] |f:0.1|. Procedure: Hydrazine monohydrate (1.6 mL) was added to a solution of 4-phenyl-tetrahydropyran-2-one (573 mg; CAS No. 61949-75-5) in ethanol (3 mL) at room temperature, and the reaction solution was heated under reflux for three hours. The reaction solution was left to cool to room temperature and then concentrated under reduced pressure. A saturated sodium bicarbonate solution was added to the resulting residue, followed by extraction with chloroform. The resulting extract was dried over magnesium sulfate ...